This data is from the Open Reaction Database (ORD), a public repository of structured organic reaction records. The task is: describe an organic reaction: reactants, conditions, products, and yield Reactants: Br, Br, O=C([O-])O, CCCCO, O=C1OC(CCCCCl)CN1c1ccccc1, [I-], [K+], [Na+], Oc1ccccc1N1CCNCC1. The product is O=C1OC(CCCCN2CCN(c3ccccc3O)CC2)CN1c1ccccc1. As a reaction SMILES: [BrH:18].[BrH:19].[C:33](=[O:34])([OH:35])[O-:36].[CH2:40]([OH:41])[CH2:42][CH2:43][CH3:44].[Cl:1][CH2:2][CH2:3][CH2:4][CH2:5][CH:6]1[CH2:7][N:8]([c:12]2[cH:13][cH:14][cH:15][cH:16][cH:17]2)[C:9](=[O:11])[O:10]1.[I-:39].[K+:38].[Na+:37].[OH:20][c:21]1[c:22]([N:27]2[CH2:28][CH2:29][NH:30][CH2:31][CH2:32]2)[cH:23][cH:24][cH:25][cH:26]1>>[CH2:2]([CH2:3][CH2:4][CH2:5][CH:6]1[CH2:7][N:8]([c:12]2[cH:13][cH:14][cH:15][cH:16][cH:17]2)[C:9](=[O:11])[O:10]1)[N:30]1[CH2:29][CH2:28][N:27]([c:22]2[c:21]([OH:20])[cH:26][cH:25][cH:24][cH:23]2)[CH2:32][CH2:31]1. The reactants are S(N)(OC1=CC=C(C=C1)C1=C(C=C(C=C1)[N+](=O)[O-])C#N)(=O)=O (2′-cyano-4′-nitrobiphenyl-4-yl sulfamate). The reagents and catalysts are [C].[Pd] (palladium-carbon). Run in C(=O)O (formic acid). Reaction conditions: time 5 minute. Product: S(N)(OC1=CC=C(C=C1)C1=C(C=C(C=C1)N)C#N)(=O)=O (4′-amino-2′-cyanobiphenyl-4-yl sulfamate). Yield: 21.9%. RXN SMILES: [S:1](=[O:22])(=[O:21])([O:3][C:4]1[CH:9]=[CH:8][C:7]([C:10]2[CH:15]=[CH:14][C:13]([N+:16]([O-])=O)=[CH:12][C:11]=2[C:19]#[N:20])=[CH:6][CH:5]=1)[NH2:2]>C(O)=O.[C].[Pd]>[S:1](=[O:21])(=[O:22])([O:3][C:4]1[CH:5]=[CH:6][C:7]([C:10]2[CH:15]=[CH:14][C:13]([NH2:16])=[CH:12][C:11]=2[C:19]#[N:20])=[CH:8][CH:9]=1)[NH2:2] |f:2.3|. Procedure: 262 mg of 2′-cyano-4′-nitrobiphenyl-4-yl sulfamate was dissolved in 2.5 ml of formic acid, and 445 mg of 10% palladium-carbon was added thereto, followed by stirring at room temperature for 5 minutes. After the reaction mixture was filtered to remove any insoluble matter and the filtrate was poured into a saturated aqueous solution of sodium chloride, the product was extracted with ethyl acetate. The organic layer was washed with water and dried over anhydrous magnesium sulfate. After the solven... Reactants: N(=[N+]=[N-])[C@H](C(=O)O)[C@H](C1=CC(=CC=C1)F)C1=CC(=C(C=C1)F)F ((2S,3R)-2-Azido-3-(3,4-difluorophenyl)-3-(3-fluorophenyl)propanoic acid), NC1=C(CC[C@@H]2CN([C@@H](CO2)COC(NCC(F)(F)F)=O)C(=O)OC(C)(C)C)C(=CC=C1)F ((2R,5S)-tert-butyl 2-(2-amino-6-fluorophenethyl)-5-((((2,2,2-trifluoroethyl)carbamoyl)oxy)methyl)morpholine-4-carboxylate), O=P(Cl)(Cl)Cl (POCl3). Solvent: N1=CC=CC=C1 (pyridine). Reaction conditions: temperature -10 celsius, time 30 minute. Product: N(=[N+]=[N-])[C@H](C(=O)NC1=C(CC[C@@H]2CN([C@@H](CO2)COC(NCC(F)(F)F)=O)C(=O)OC(C)(C)C)C(=CC=C1)F)[C@H](C1=CC(=CC=C1)F)C1=CC(=C(C=C1)F)F ((2R,5S)-tert-butyl 2-(2-((2S,3R)-2-azido-3-(3,4-difluorophenyl)-3-(3-fluorophenyl)propanamido)-6-fluorophenethyl)-5-((((2,2,2-trifluoroethyl)carbamoyl)oxy)methyl)morpholine-4-carboxylate). As a reaction SMILES: [N:1]([C@@H:4]([C@@H:8]([C:16]1[CH:21]=[CH:20][C:19]([F:22])=[C:18]([F:23])[CH:17]=1)[C:9]1[CH:14]=[CH:13][CH:12]=[C:11]([F:15])[CH:10]=1)[C:5](O)=[O:6])=[N+:2]=[N-:3].[NH2:24][C:25]1[CH:55]=[CH:54][CH:53]=[C:52]([F:56])[C:26]=1[CH2:27][CH2:28][C@H:29]1[O:34][CH2:33][C@@H:32]([CH2:35][O:36][C:37](=[O:44])[NH:38][CH2:39][C:40]([F:43])([F:42])[F:41])[N:31]([C:45]([O:47][C:48]([CH3:51])([CH3:50])[CH3:49])=[O:46])[CH2:30]1.O=P(Cl)(Cl)Cl>N1C=CC=CC=1>[N:1]([C@@H:4]([C@@H:8]([C:16]1[CH:21]=[CH:20][C:19]([F:22])=[C:18]([F:23])[CH:17]=1)[C:9]1[CH:14]=[CH:13][CH:12]=[C:11]([F:15])[CH:10]=1)[C:5]([NH:24][C:25]1[CH:55]=[CH:54][CH:53]=[C:52]([F:56])[C:26]=1[CH2:27][CH2:28][C@H:29]1[O:34][CH2:33][C@@H:32]([CH2:35][O:36][C:37](=[O:44])[NH:38][CH2:39][C:40]([F:43])([F:41])[F:42])[N:31]([C:45]([O:47][C:48]([CH3:49])([CH3:50])[CH3:51])=[O:46])[CH2:30]1)=[O:6])=[N+:2]=[N-:3]. Procedure: The product from step 1 (134 mg, 0.42 mmol) and the product from step 4 (200 mg, 0.42 mmol) were dissolved in pyridine (4 mL) and the stirred solution was cooled to −10° C. in an ice/acetone bath. To the cold solution was added POCl3 dropwise (0.04 mL, 0.46 mmol). The mixture was stirred at −10° C. for 30 min. The reaction was quenched by the addition of saturated aqueous NaHCO3 solution (5 mL) and the mixture was allowed to warm to ambient temperature. The mixture was diluted with water (20 mL)... Reactants: CC(C)(C1=CC=CC=C1)C1=CC=C(C=O)C=C1 (4-(1-Methyl-1-phenylethyl)benzaldehyde), CN (methylamine). Solvent: CO (methanol). Conditions: time 8 hour. Yields the product CC(C)(C1=CC=CC=C1)C1=CC=C(CNC)C=C1 (N-[4-(1-Methyl-1-phenylethyl)benzyl]-methylamine). The yield is 64.6%. As a reaction SMILES: [CH3:1][C:2]([C:10]1[CH:17]=[CH:16][C:13]([CH:14]=O)=[CH:12][CH:11]=1)([C:4]1[CH:9]=[CH:8][CH:7]=[CH:6][CH:5]=1)[CH3:3].[CH3:18][NH2:19]>CO>[CH3:1][C:2]([C:10]1[CH:17]=[CH:16][C:13]([CH2:14][NH:19][CH3:18])=[CH:12][CH:11]=1)([C:4]1[CH:9]=[CH:8][CH:7]=[CH:6][CH:5]=1)[CH3:3]. Procedure details: 4-(1-Methyl-1-phenylethyl)benzaldehyde (3.61 g; 16.1 mmol) and molecular sieves (4 angstroms: about five granules) were added to 40% methylamine in methanol (40 ml), and the mixture was stirred overnight at room temperature. The reaction mixture was filtered, and the filtrate was concentrated under reduced pressure. The residue was taken up in ether (100 ml), and the organic layer was washed with saturated brine, followed by drying over anhydrous sodium sulfate. The solvent was evaporated under ... Reactants: COC=1C=C2C(=CNC2=CC1)CONC(C)=O (O-[(5-Methoxyindol-3-yl)Methyl]-N-Acetylhydroxylamine), ICC(=O)Cl (iodoacetic acid chloride). The product is COC=1C=C2C(=CNC2=CC1)CONC(CI)=O (O-[(5-Methoxyindol-3-yl)Methyl]-N-Iodoacetyl-Hydroxylamine). As a reaction SMILES: [CH3:1][O:2][C:3]1[CH:4]=[C:5]2[C:9](=[CH:10][CH:11]=1)[NH:8][CH:7]=[C:6]2[CH2:12][O:13][NH:14][C:15](=[O:17])[CH3:16].[I:18]CC(Cl)=O>>[CH3:1][O:2][C:3]1[CH:4]=[C:5]2[C:9](=[CH:10][CH:11]=1)[NH:8][CH:7]=[C:6]2[CH2:12][O:13][NH:14][C:15](=[O:17])[CH2:16][I:18]. Procedure details: By carrying out the procedure in the same manner as for the synthesis of the compound of Example 13, but replacing the acetic acid chloride with iodoacetic acid chloride, the title compound is obtained. Reactants: BrCC1CO1, O=C([O-])[O-], [K+], [K+], CN(C)C=O, COc1cc2c(Oc3ccc4[nH]c(C)cc4c3)ncnc2cc1O. The product is COc1cc2c(Oc3ccc4[nH]c(C)cc4c3)ncnc2cc1OCC1CO1. As a reaction SMILES: [Br:31][CH2:32][CH:33]1[CH2:34][O:35]1.[C:25](=[O:26])([O-:27])[O-:28].[K+:29].[K+:30].[O:36]=[CH:37][N:38]([CH3:39])[CH3:40].[OH:1][c:2]1[c:3]([O:23][CH3:24])[cH:4][c:5]2[c:6]([O:12][c:13]3[cH:14][c:15]4[cH:16][c:17]([CH3:22])[nH:18][c:19]4[cH:20][cH:21]3)[n:7][cH:8][n:9][c:10]2[cH:11]1>>[O:1]([c:2]1[c:3]([O:23][CH3:24])[cH:4][c:5]2[c:6]([O:12][c:13]3[cH:14][c:15]4[cH:16][c:17]([CH3:22])[nH:18][c:19]4[cH:20][cH:21]3)[n:7][cH:8][n:9][c:10]2[cH:11]1)[CH2:32][CH:33]1[CH2:34][O:35]1. Starting materials: C(C)(CC)P(CCCCCCCC)CCCCCCCC (sec.-butyl-di-n-octyl phosphine), OO (H2O2). Run in O (water). Conditions: temperature 70 celsius. Product: C(C)(CC)P(CCCCCCCC)(CCCCCCCC)=O (sec.-butyl-di-n-octyl phosphine oxide). As a reaction SMILES: [OH:1]O.[CH:3]([P:7]([CH2:16][CH2:17][CH2:18][CH2:19][CH2:20][CH2:21][CH2:22][CH3:23])[CH2:8][CH2:9][CH2:10][CH2:11][CH2:12][CH2:13][CH2:14][CH3:15])([CH2:5][CH3:6])[CH3:4]>O>[CH:3]([P:7](=[O:1])([CH2:16][CH2:17][CH2:18][CH2:19][CH2:20][CH2:21][CH2:22][CH3:23])[CH2:8][CH2:9][CH2:10][CH2:11][CH2:12][CH2:13][CH2:14][CH3:15])([CH2:5][CH3:6])[CH3:4]. Reported procedure: 40 g H2O2 (0.35 mol, 30% solution) was added dropwise while cooling with water and with intense agitation to 80 g (0.25 mol) sec.-butyl-di-n-octyl phosphine in a 500 ml-double-walled vessel. After all had been added, the reaction solution was heated to 70° C. over a period of 30 minutes, while stirring was interrupted. An aqueous phase which deposited on the bottom of the vessel was separated. It was admixed with 4.5 ml sodium carbonate solution (30 g/l) and the pH increased from 5.6 to 9.2. The...